The task is: describe an organic reaction: reactants, conditions, products, and yield. This data is from the Open Reaction Database (ORD), a public repository of structured organic reaction records. The reactants are C(C1=CC=CC=C1)OCCCCCCCCCCCCC(O)CCCCCCCCCCCCOCC1=CC=CC=C1 (bis(12-benzyloxydodecyl)methanol), N1=CC=CC=C1 (pyridine), C1(=CC=C(C=C1)S(=O)(=O)Cl)C (p-toluenesulfonylchloride). Solvent: CCOCC (ether). Run at time 3 day. Yields the product C1(=CC=C(C=C1)S(=O)(=O)OC(CCCCCCCCCCCCOCC1=CC=CC=C1)CCCCCCCCCCCCOCC1=CC=CC=C1)C (bis(12-benzyloxydodecyl)methyl p-toluenesulfonate). The yield is 42.1%. RXN SMILES: [CH2:1]([O:8][CH2:9][CH2:10][CH2:11][CH2:12][CH2:13][CH2:14][CH2:15][CH2:16][CH2:17][CH2:18][CH2:19][CH2:20][CH:21]([CH2:23][CH2:24][CH2:25][CH2:26][CH2:27][CH2:28][CH2:29][CH2:30][CH2:31][CH2:32][CH2:33][CH2:34][O:35][CH2:36][C:37]1[CH:42]=[CH:41][CH:40]=[CH:39][CH:38]=1)[OH:22])[C:2]1[CH:7]=[CH:6][CH:5]=[CH:4][CH:3]=1.N1C=CC=CC=1.[C:49]1([CH3:59])[CH:54]=[CH:53][C:52]([S:55](Cl)(=[O:57])=[O:56])=[CH:51][CH:50]=1>CCOCC>[C:49]1([CH3:59])[CH:54]=[CH:53][C:52]([S:55]([O:22][CH:21]([CH2:23][CH2:24][CH2:25][CH2:26][CH2:27][CH2:28][CH2:29][CH2:30][CH2:31][CH2:32][CH2:33][CH2:34][O:35][CH2:36][C:37]2[CH:38]=[CH:39][CH:40]=[CH:41][CH:42]=2)[CH2:20][CH2:19][CH2:18][CH2:17][CH2:16][CH2:15][CH2:14][CH2:13][CH2:12][CH2:11][CH2:10][CH2:9][O:8][CH2:1][C:2]2[CH:3]=[CH:4][CH:5]=[CH:6][CH:7]=2)(=[O:57])=[O:56])=[CH:51][CH:50]=1. Procedure details: First, 3 g of bis(12-benzyloxydodecyl)methanol and 20 ml of pyridine were placed in a 100 ml flask. Then, 1.15 g of p-toluenesulfonylchloride was added to the reaction mixture. The reaction mixture was stirred at room temperature for 3 days. The reaction mixture was diluted with ether. The diluted mixture was washed with diluted hydrochloric acid, aqueous sodium bicarbonate, and water in this order, and then dried over anhydrous sodium sulfate. The solvent was distilled away, and the residue was... The reactants are C([O-])(O)=O.[Na+] (sodium bicarbonate), amine hydrochloride salt, BrC=1C=C(C=NC1Cl)OC[C@@H]1N(CCC1)C(=O)OC(C)(C)C (5-bromo-6-chloro-3-(1-BOC-2-(R)-pyrrolidinylmethoxy)pyridine), CC(C=CC=C)(C)C (5,5-dimethyl-1,3-hexadiene), C1(=C(C=CC=C1)P(C1=C(C=CC=C1)C)C1=C(C=CC=C1)C)C (tri-o-tolylphosphine). Reagents/catalysts: C(C)(=O)[O-].[Pd+2].C(C)(=O)[O-] (palladium acetate). Run in C(C)#N (acetonitrile), C(C)N(CC)CC (triethylamine). Reaction conditions: temperature 100 celsius. Product: CC(C=CC=CC=1C=C(C=NC1)OC[C@@H]1N(CCC1)C(=O)OC(C)(C)C)(C)C (5-(5,5-Dimethyl-1,3-hexadienyl)-3-(1-BOC-2-(R)-pyrrolidinylmethoxy)pyridin). Yield: 20.5%. Reaction SMILES: Br[C:2]1[CH:3]=[C:4]([O:9][CH2:10][C@H:11]2[CH2:15][CH2:14][CH2:13][N:12]2[C:16]([O:18][C:19]([CH3:22])([CH3:21])[CH3:20])=[O:17])[CH:5]=[N:6][C:7]=1Cl.[CH3:23][C:24]([CH3:30])([CH3:29])[CH:25]=[CH:26][CH:27]=[CH2:28].C1(C)C=CC=CC=1P(C1C=CC=CC=1C)C1C=CC=CC=1C.C(=O)(O)[O-].[Na+]>C(#N)C.C(N(CC)CC)C.C([O-])(=O)C.[Pd+2].C([O-])(=O)C>[CH3:23][C:24]([CH3:30])([CH3:29])[CH:25]=[CH:26][CH:27]=[CH:28][C:2]1[CH:3]=[C:4]([O:9][CH2:10][C@H:11]2[CH2:15][CH2:14][CH2:13][N:12]2[C:16]([O:18][C:19]([CH3:22])([CH3:21])[CH3:20])=[O:17])[CH:5]=[N:6][CH:7]=1 |f:3.4,7.8.9|. Procedure: To a solution of 5-bromo-6-chloro-3-(1-BOC-2-(R)-pyrrolidinylmethoxy)pyridine (600 mg, 1.59 mmol) in acetonitrile (5.0 mL) and triethylamine (4.5 mL) was added 5,5-dimethyl-1,3-hexadiene (228 mg), palladium acetate (39 mg) and tri-o-tolylphosphine (205 mg). After being heated in a sealed tube at 100° C. overnight, the resulting mixture was cooled to room temperature. Minimum amount of saturated sodium bicarbonate was added to free the amine hydrochloride salt, and the mixture was extracted with ... The reactants are COC(C)(C)OC, ClCCl, OCC(O)CC1(I)CC1, Cc1ccc(S(=O)(=O)[O-])cc1, c1cc[nH+]cc1. The product is CC1(C)OCC(CC2(I)CC2)O1. As a reaction SMILES: [CH3:1][O:2][C:3]([CH3:4])([CH3:5])[O:6][CH3:7].[Cl:34][CH2:35][Cl:36].[I:25][C:26]1([CH2:29][CH:30]([OH:31])[CH2:32][OH:33])[CH2:27][CH2:28]1.[c:8]1([CH3:9])[cH:10][cH:11][c:12]([S:13]([O-:14])(=[O:15])=[O:16])[cH:17][cH:18]1.[nH+:19]1[cH:20][cH:21][cH:22][cH:23][cH:24]1>>[CH:1]1([CH2:29][C:26]2([I:25])[CH2:27][CH2:28]2)[O:2][C:3]([CH3:4])([CH3:5])[O:6][CH2:7]1.